Dataset: the Open Reaction Database (ORD), a public repository of structured organic reaction records. Task: describe an organic reaction: reactants, conditions, products, and yield Starting materials: C1CNCCN1, CCC(C)=O, CN1CCC(C(Cl)c2ccc(F)cc2)CC1, [K+], [K+], O=C([O-])[O-]. Yields the product CN1CCC(C(c2ccc(F)cc2)N2CCNCC2)CC1. Reaction SMILES: [CH2:17]1[CH2:18][NH:19][CH2:20][CH2:21][NH:22]1.[CH3:29][C:30](=[O:31])[CH2:32][CH3:33].[Cl:1][CH:2]([CH:3]1[CH2:4][CH2:5][N:6]([CH3:9])[CH2:7][CH2:8]1)[c:10]1[cH:11][cH:12][c:13]([F:16])[cH:14][cH:15]1.[K+:23].[K+:24].[O-:25][C:26]([O-:27])=[O:28]>>[CH:2]([CH:3]1[CH2:4][CH2:5][N:6]([CH3:9])[CH2:7][CH2:8]1)([c:10]1[cH:11][cH:12][c:13]([F:16])[cH:14][cH:15]1)[N:19]1[CH2:18][CH2:17][NH:22][CH2:21][CH2:20]1. Starting materials: C(CC)C1=NC2=C(C(NCC2)C(=O)OCC)N1CC1=CC=C(C=C1)C1=C(C=CC=C1)C1=NN=NN1C(C1=CC=CC=C1)(C1=CC=CC=C1)C1=CC=CC=C1 (ethyl 2-n-propyl-3-[2'-(1-trityl- 1H-tetrazol-5-yl)biphenyl-4-yl]methyl-4,5,6,7-tetrahydroimidazo[4,5-c]pyridine-4-carboxylate), C([O-])([O-])=O.[K+].[K+] (potassium carbonate), C(C)Br (ethyl bromide), CN(C=O)C (dimethylformamide). Run in C(C)(=O)OCC (ethyl acetate). Run at time 8 hour. Yields the product C(C)N1C(C2=C(CC1)N=C(N2CC2=CC=C(C=C2)C2=C(C=CC=C2)C2=NN=NN2C(C2=CC=CC=C2)(C2=CC=CC=C2)C2=CC=CC=C2)CCC)C(=O)OCC (ethyl 5-ethyl-2-n-propyl-3-[2'-(1-trityl-1H-tetrazol-5-yl)biphenyl-4-yl]methyl-4,5,6,7-tetrahydroimidazo[4,5-c]pyridine-4-carboxylate). Yield: 53.9%. RXN SMILES: [CH2:1]([C:4]1[N:17]([CH2:18][C:19]2[CH:24]=[CH:23][C:22]([C:25]3[CH:30]=[CH:29][CH:28]=[CH:27][C:26]=3[C:31]3[N:35]([C:36]([C:49]4[CH:54]=[CH:53][CH:52]=[CH:51][CH:50]=4)([C:43]4[CH:48]=[CH:47][CH:46]=[CH:45][CH:44]=4)[C:37]4[CH:42]=[CH:41][CH:40]=[CH:39][CH:38]=4)[N:34]=[N:33][N:32]=3)=[CH:21][CH:20]=2)[C:7]2[CH:8]([C:12]([O:14][CH2:15][CH3:16])=[O:13])[NH:9][CH2:10][CH2:11][C:6]=2[N:5]=1)[CH2:2][CH3:3].C(=O)([O-])[O-].[K+].[K+].[CH2:61](Br)[CH3:62].CN(C)C=O>C(OCC)(=O)C>[CH2:61]([N:9]1[CH2:10][CH2:11][C:6]2[N:5]=[C:4]([CH2:1][CH2:2][CH3:3])[N:17]([CH2:18][C:19]3[CH:20]=[CH:21][C:22]([C:25]4[CH:30]=[CH:29][CH:28]=[CH:27][C:26]=4[C:31]4[N:35]([C:36]([C:43]5[CH:44]=[CH:45][CH:46]=[CH:47][CH:48]=5)([C:37]5[CH:38]=[CH:39][CH:40]=[CH:41][CH:42]=5)[C:49]5[CH:54]=[CH:53][CH:52]=[CH:51][CH:50]=5)[N:34]=[N:33][N:32]=4)=[CH:23][CH:24]=3)[C:7]=2[CH:8]1[C:12]([O:14][CH2:15][CH3:16])=[O:13])[CH3:62] |f:1.2.3|. Procedure: A mixture of ethyl 2-n-propyl-3-[2'-(1-trityl- 1H-tetrazol-5-yl)biphenyl-4-yl]methyl-4,5,6,7-tetrahydroimidazo[4,5-c]pyridine-4-carboxylate (2.00 g), potassium carbonate (1.16 g), ethyl bromide (0.61 g) and dimethylformamide (10 ml) is stirred overnight at room temperature. The mixture is diluted with ethyl acetate, and the solution is washed with water, dried and evaporated. The residue is purified by silica gel column chromatography (solvent; chloroform/methanol) to give ethyl 5-ethyl-2-n-prop... The reactants are BrC1=CN(C=2N=CN=C(C21)N[C@@H](C)C2=NN1C(C(N2C2=CC=CC=C2)=O)=C(C=C1)C)COCC[Si](C)(C)C ((S)-2-(1-((5-Bromo-7-((2-(trimethylsilyl)ethoxy)methyl)-7H-pyrrolo[2,3-d]pyrimidin-4-yl)amino)ethyl)-5-methyl-3-phenylpyrrolo[2,1-f][1,2,4]triazin-4(3H)-one), CS(=O)(=O)NC=1C=C(C=CC1)B(O)O ((3-(methylsulfonamido)phenyl)boronic acid), C([O-])([O-])=O.[Na+].[Na+] (sodium carbonate). Reagents/catalysts: Cl[Pd]([P](C1=CC=CC=C1)(C2=CC=CC=C2)C3=CC=CC=C3)([P](C4=CC=CC=C4)(C5=CC=CC=C5)C6=CC=CC=C6)Cl (bis(triphenylphosphine)palladium(II) dichloride). Product: CC=1C=CN2N=C(N(C(C21)=O)C2=CC=CC=C2)[C@H](C)NC=2C1=C(N=CN2)N(C=C1C=1C=C(C=CC1)NS(=O)(=O)C)COCC[Si](C)(C)C ((S)—N-(3-(4-((1-(5-Methyl-4-oxo-3-phenyl-3,4-dihydropyrrolo[2,1-f][1,2,4]triazin-2-yl)ethyl)amino)-7-((2-(trimethylsilyl)ethoxy)methyl)-7H-pyrrolo[2,3-d]pyrimidin-5-yl)phenyl)methanesulfonamide). Yield: 76.9%. RXN SMILES: Br[C:2]1[C:10]2[C:9]([NH:11][C@H:12]([C:14]3[N:19]([C:20]4[CH:25]=[CH:24][CH:23]=[CH:22][CH:21]=4)[C:18](=[O:26])[C:17]4=[C:27]([CH3:30])[CH:28]=[CH:29][N:16]4[N:15]=3)[CH3:13])=[N:8][CH:7]=[N:6][C:5]=2[N:4]([CH2:31][O:32][CH2:33][CH2:34][Si:35]([CH3:38])([CH3:37])[CH3:36])[CH:3]=1.[CH3:39][S:40]([NH:43][C:44]1[CH:45]=[C:46](B(O)O)[CH:47]=[CH:48][CH:49]=1)(=[O:42])=[O:41].C(=O)([O-])[O-].[Na+].[Na+]>Cl[Pd](Cl)([P](C1C=CC=CC=1)(C1C=CC=CC=1)C1C=CC=CC=1)[P](C1C=CC=CC=1)(C1C=CC=CC=1)C1C=CC=CC=1>[CH3:30][C:27]1[CH:28]=[CH:29][N:16]2[C:17]=1[C:18](=[O:26])[N:19]([C:20]1[CH:25]=[CH:24][CH:23]=[CH:22][CH:21]=1)[C:14]([C@@H:12]([NH:11][C:9]1[C:10]3[C:2]([C:48]4[CH:49]=[C:44]([NH:43][S:40]([CH3:39])(=[O:41])=[O:42])[CH:45]=[CH:46][CH:47]=4)=[CH:3][N:4]([CH2:31][O:32][CH2:33][CH2:34][Si:35]([CH3:37])([CH3:38])[CH3:36])[C:5]=3[N:6]=[CH:7][N:8]=1)[CH3:13])=[N:15]2 |f:2.3.4,^1:61,80|. Reported procedure: (S)-2-(1-((5-Bromo-7-((2-(trimethylsilyl)ethoxy)methyl)-7H-pyrrolo[2,3-d]pyrimidin-4-yl)amino)ethyl)-5-methyl-3-phenylpyrrolo[2,1-f][1,2,4]triazin-4(3H)-one (90 mg, 0.15 mmol) was treated with (3-(methylsulfonamido)phenyl)boronic acid (216 mg, 0.73 mmol), sodium carbonate (77 mg, 0.73 mmols) and bis(triphenylphosphine)palladium(II) dichloride (22 mg, 0.03 mmol) according to the method described in Preparation 62. The residue was purified using SP1® Purification System (0% to 25%, dichloromethane... Reactants: CN, Nc1nc(Cl)ncc1[N+](=O)[O-], O. The product is CNc1ncc([N+](=O)[O-])c(N)n1. RXN SMILES: [CH3:12][NH2:13].[Cl:1][c:2]1[n:3][cH:4][c:5]([N+:9](=[O:10])[O-:11])[c:6]([NH2:8])[n:7]1.[OH2:14]>>[c:2]1([NH:13][CH3:12])[n:3][cH:4][c:5]([N+:9](=[O:10])[O-:11])[c:6]([NH2:8])[n:7]1. The reactants are NCC1(COC1)COC1=C(C=CC(=C1OC)OC)C1=C2CCC(C2=CC=C1)=O (4-[2-(3-Aminomethyl-oxetan-3-ylmethoxy)-3,4-dimethoxy-phenyl]-indan-1-one), COCC(=O)O (methoxy-acetic acid), Cl.CN(CCCN=C=NCC)C (1-(3-Dimethylaminopropyl)-3-ethylcarbodiimide hydrochloride), ON1N=NC2=C1N=CC=C2 (1-Hydroxy-7-azabenzotriazole). Run in ClCCl (dichloromethane), C(C)N(CC)CC (triethylamine), O (water). Run at time 16 hour. Product: COC1=C(OCC2(COC2)CNC(COC)=O)C(=CC=C1OC)C1=C2CCC(C2=CC=C1)=O (N-{3-[2,3-Dimethoxy-6-(1-oxo-indan-4-yl)-phenoxymethyl]-oxetan-3-ylmethyl}-2-methoxy-acetamide). RXN SMILES: [NH2:1][CH2:2][C:3]1([CH2:7][O:8][C:9]2[C:14]([O:15][CH3:16])=[C:13]([O:17][CH3:18])[CH:12]=[CH:11][C:10]=2[C:19]2[CH:27]=[CH:26][CH:25]=[C:24]3[C:20]=2[CH2:21][CH2:22][C:23]3=[O:28])[CH2:6][O:5][CH2:4]1.[CH3:29][O:30][CH2:31][C:32](O)=[O:33].Cl.CN(C)CCCN=C=NCC.ON1C2N=CC=CC=2N=N1>ClCCl.O.C(N(CC)CC)C>[CH3:16][O:15][C:14]1[C:13]([O:17][CH3:18])=[CH:12][CH:11]=[C:10]([C:19]2[CH:27]=[CH:26][CH:25]=[C:24]3[C:20]=2[CH2:21][CH2:22][C:23]3=[O:28])[C:9]=1[O:8][CH2:7][C:3]1([CH2:2][NH:1][C:32](=[O:33])[CH2:31][O:30][CH3:29])[CH2:4][O:5][CH2:6]1 |f:2.3|. Procedure details: To a stirring solution of 4-[2-(3-Aminomethyl-oxetan-3-ylmethoxy)-3,4-dimethoxy-phenyl]-indan-1-one (150 mg, 0.391 mmol) in dichloromethane (15 mL), methoxy-acetic acid (142 mg, 1.56 mmol), 1-(3-Dimethylaminopropyl)-3-ethylcarbodiimide hydrochloride (EDC.HCl) (112 mg, 0.587 mmol) and 1-Hydroxy-7-azabenzotriazole (HOAt) (106 mg, 0.78 mmol) and triethylamine were added and the resultant reaction mixture was stirred at RT for 16 h. The reaction mixture was diluted with water and extracted with dich... Reactants: BrC=1C=C2C(=CC1)OC=1C=NC(=CC1[C@@]21N=C(OCC1)N)Cl ((5)-7-bromo-3-chloro-5′,6′-dihydrospiro[chromeno[2,3-c]pyridine-5,4′-[1,3]oxazin]-2′-amine), FC1=NC=CC=C1B(O)O (2-fluoropyridin-3-ylboronic acid), FC1=NC=CC(=C1)B(O)O (2-fluoropyridin-4-ylboronic acid). Product: FC1=NC=CC=C1C=1C=C2C(=CC1)OC=1C=NC(=CC1[C@@]21N=C(OCC1)N)C1=CC(=NC=C1)F ((S)-7-(2-fluoropyridin-3-yl)-3-(2-fluoropyridin-4-yl)-5′,6′-dihydrospiro[chromeno[2,3-c]pyridine-5,4′-[1,3]oxazin]-2′-amine). RXN SMILES: Br[C:2]1[CH:3]=[C:4]2[C@@:15]3([CH2:20][CH2:19][O:18][C:17]([NH2:21])=[N:16]3)[C:14]3[CH:13]=[C:12](Cl)[N:11]=[CH:10][C:9]=3[O:8][C:5]2=[CH:6][CH:7]=1.[F:23][C:24]1[C:29](B(O)O)=[CH:28][CH:27]=[CH:26][N:25]=1.[F:33][C:34]1[CH:39]=[C:38](B(O)O)[CH:37]=[CH:36][N:35]=1>>[F:23][C:24]1[C:29]([C:2]2[CH:3]=[C:4]3[C@@:15]4([CH2:20][CH2:19][O:18][C:17]([NH2:21])=[N:16]4)[C:14]4[CH:13]=[C:12]([C:38]5[CH:37]=[CH:36][N:35]=[C:34]([F:33])[CH:39]=5)[N:11]=[CH:10][C:9]=4[O:8][C:5]3=[CH:6][CH:7]=2)=[CH:28][CH:27]=[CH:26][N:25]=1. Procedure: The titled compound was synthesized by steps analogous to those described in method A1 above, but using intermediate 18B, 2-fluoropyridin-3-ylboronic acid and 2-fluoropyridin-4-ylboronic acid. MS m/z=458.0 [M+H]+. Calculated for C25H17F2N5O2: 457.43 Starting materials: N=1C=CN2C1C=CC(=C2)CO ((imidazo[1,2-a]pyridin-6-yl)methanol), S(=O)(Cl)Cl (thionyl chloride). Product: Cl.ClCC=1C=CC=2N(C1)C=CN2 (6-chloromethylimidazo[1,2-a]pyridine hydrochloride). Reported procedure: 11.23 g of the (imidazo[1,2-a]pyridin-6-yl)methanol prepared in the Preparative Example 6 was dissolved in 170 ml of chloroform, followed by the dropwise addition of 11.1 ml of thionyl chloride at room temperature under stirring. After one hour, the solvent was distilled off. Thus, crude 6-chloromethylimidazo[1,2-a]pyridine hydrochloride was obtained as a light-brown powder. Reaction SMILES: [N:1]1[CH:2]=[CH:3][N:4]2[CH:9]=[C:8]([CH2:10]O)[CH:7]=[CH:6][C:5]=12.S(Cl)([Cl:14])=O>C(Cl)(Cl)Cl>[ClH:14].[Cl:14][CH2:10][C:8]1[CH:7]=[CH:6][C:5]2[N:4]([CH:3]=[CH:2][N:1]=2)[CH:9]=1 |f:3.4|. Reaction conditions: time 1 hour. Run in C(Cl)(Cl)Cl (chloroform). Product: FC(F)(F)c1cccc2c(-c3cccc(NCc4cccs4)c3)c(Cc3ccccc3)cnc12. Reaction SMILES: [CH2:1]([c:2]1[cH:3][cH:4][cH:5][cH:6][cH:7]1)[c:8]1[cH:9][n:10][c:11]2[c:12]([C:25]([F:26])([F:27])[F:28])[cH:13][cH:14][cH:15][c:16]2[c:17]1-[c:18]1[cH:19][c:20]([NH2:24])[cH:21][cH:22][cH:23]1.[s:29]1[c:30]([CH:34]=[O:35])[cH:31][cH:32][cH:33]1>>[CH2:1]([c:2]1[cH:3][cH:4][cH:5][cH:6][cH:7]1)[c:8]1[cH:9][n:10][c:11]2[c:12]([C:25]([F:26])([F:27])[F:28])[cH:13][cH:14][cH:15][c:16]2[c:17]1-[c:18]1[cH:19][c:20]([NH:24][CH2:34][c:30]2[s:29][cH:33][cH:32][cH:31]2)[cH:21][cH:22][cH:23]1. Reactants: Nc1cccc(-c2c(Cc3ccccc3)cnc3c(C(F)(F)F)cccc23)c1, O=Cc1cccs1. As a reaction SMILES: [CH2:19]1[O:20][CH2:21][CH2:22][CH2:23]1.[CH2:1]([c:2]1[cH:3][cH:4][cH:5][cH:6][cH:7]1)[O:8][c:9]1[cH:10][n:11][n:12]([CH2:14][CH2:15][OH:16])[cH:13]1.[H:17][H:18]>>[OH:8][c:9]1[cH:10][n:11][n:12]([CH2:14][CH2:15][OH:16])[cH:13]1. The reactants are C1CCOC1, OCCn1cc(OCc2ccccc2)cn1, [H][H]. The product is OCCn1cc(O)cn1. Starting materials: O=c1[nH]nc2c(-c3ccc(Cl)cc3)c(-c3ccc(Cl)cc3)cnn12, [K+], [K+], O=C([O-])[O-], CCCCC1CO1, CN(C)C=O. The product is CCCCC(O)Cn1nc2c(-c3ccc(Cl)cc3)c(-c3ccc(Cl)cc3)cnn2c1=O. Reaction SMILES: [Cl:1][c:2]1[cH:3][cH:4][c:5](-[c:8]2[c:9](-[c:18]3[cH:19][cH:20][c:21]([Cl:24])[cH:22][cH:23]3)[c:10]3[n:11]([n:12][cH:13]2)[c:14](=[O:17])[nH:15][n:16]3)[cH:6][cH:7]1.[K+:32].[K+:33].[O-:34][C:35]([O-:36])=[O:37].[O:25]1[CH2:26][CH:27]1[CH2:28][CH2:29][CH2:30][CH3:31].[O:38]=[CH:39][N:40]([CH3:41])[CH3:42]>>[Cl:1][c:2]1[cH:3][cH:4][c:5](-[c:8]2[c:9](-[c:18]3[cH:19][cH:20][c:21]([Cl:24])[cH:22][cH:23]3)[c:10]3[n:11]([n:12][cH:13]2)[c:14](=[O:17])[n:15]([CH2:26][CH:27]([OH:25])[CH2:28][CH2:29][CH2:30][CH3:31])[n:16]3)[cH:6][cH:7]1.